This data is from the Open Reaction Database (ORD), a public repository of structured organic reaction records. The task is: describe an organic reaction: reactants, conditions, products, and yield The reactants are CC(=O)O, CN(C)c1ccncc1, CCCCCC, C(=NC1CCCCC1)=NC1CCCCC1, ClCCl, CCCCCC(O)C1=CC(=O)c2c(O)ccc(O)c2C1=O. The product is CCCCCC(OC(C)=O)C1=CC(=O)c2c(O)ccc(O)c2C1=O. As a reaction SMILES: [CH3:40][C:41]([OH:42])=[O:43].[CH3:44][N:45]([CH3:46])[c:47]1[cH:48][cH:49][n:50][cH:51][cH:52]1.[CH3:53][CH2:54][CH2:55][CH2:56][CH2:57][CH3:58].[CH:22]1([N:23]=[C:24]=[N:25][CH:26]2[CH2:27][CH2:28][CH2:29][CH2:30][CH2:31]2)[CH2:32][CH2:33][CH2:34][CH2:35][CH2:36]1.[Cl:37][CH2:38][Cl:39].[OH:1][CH:2]([CH2:3][CH2:4][CH2:5][CH2:6][CH3:7])[C:8]1=[CH:17][C:16](=[O:18])[c:15]2[c:10]([c:11]([OH:20])[cH:12][cH:13][c:14]2[OH:19])[C:9]1=[O:21]>>[O:1]([CH:2]([CH2:3][CH2:4][CH2:5][CH2:6][CH3:7])[C:8]1=[CH:17][C:16](=[O:18])[c:15]2[c:10]([c:11]([OH:20])[cH:12][cH:13][c:14]2[OH:19])[C:9]1=[O:21])[C:41]([CH3:40])=[O:42]. Starting materials: S1C(=NC2=C1C=CC=C2)N2[C@@H](CCCC2)C(=O)OCC (ethyl (2S)-1-(1,3-benzothiazol-2-yl)-2-piperidinecarboxylate), [OH-].[Li+] (lithium hydroxide). Product: title compound, S1C(=NC2=C1C=CC=C2)N2[C@@H](CCCC2)C(=O)O ((2S)-1-(1,3-benzothiazol-2-yl)-2-piperidinecarboxylic acid). Reaction SMILES: [S:1]1[C:5]2[CH:6]=[CH:7][CH:8]=[CH:9][C:4]=2[N:3]=[C:2]1[N:10]1[CH2:15][CH2:14][CH2:13][CH2:12][C@H:11]1[C:16]([O:18]CC)=[O:17].[OH-].[Li+]>>[S:1]1[C:5]2[CH:6]=[CH:7][CH:8]=[CH:9][C:4]=2[N:3]=[C:2]1[N:10]1[CH2:15][CH2:14][CH2:13][CH2:12][C@H:11]1[C:16]([OH:18])=[O:17] |f:1.2|. Procedure details: The title compound was prepared by a similar method to Preparation 3 from ethyl (2S)-1-(1,3-benzothiazol-2-yl)-2-piperidinecarboxylate [see Preparation 42] and 1N aqueous lithium hydroxide solution. The crude product was purified by column chromatography on silica gel eluting with a solvent system of 10:1, by volume, dichloromethane:methanol to afford (2S)-1-(1,3-benzothiazol-2-yl)-2-piperidinecarboxylic acid as a solid. Reactants: B, CC(C)(C)OC(=O)N1CCC(Oc2cc(C(C)(C)C)ccc2C(=O)O)CC1, CN(C)C, C1CCOC1. Product: CC(C)(C)OC(=O)N1CCC(Oc2cc(C(C)(C)C)ccc2CO)CC1. Reaction SMILES: [BH3:5].[C:6]([CH3:7])([CH3:8])([CH3:9])[c:10]1[cH:11][c:12]([O:19][CH:20]2[CH2:21][CH2:22][N:23]([C:26](=[O:27])[O:28][C:29]([CH3:30])([CH3:31])[CH3:32])[CH2:24][CH2:25]2)[c:13]([C:14](=[O:15])[OH:16])[cH:17][cH:18]1.[CH3:1][N:2]([CH3:3])[CH3:4].[O:33]1[CH2:34][CH2:35][CH2:36][CH2:37]1>>[C:6]([CH3:7])([CH3:8])([CH3:9])[c:10]1[cH:11][c:12]([O:19][CH:20]2[CH2:21][CH2:22][N:23]([C:26](=[O:27])[O:28][C:29]([CH3:30])([CH3:31])[CH3:32])[CH2:24][CH2:25]2)[c:13]([CH2:14][OH:15])[cH:17][cH:18]1. Reactants: C(C)(C)(C)N1N=C(C=C1C1=CC=CC=C1)CCC=O (3-(1-tert-butyl-5-phenyl-1H-pyrazol-3-yl)propanal), [BH-](OC(=O)C)(OC(=O)C)OC(=O)C.[Na+] (NaBH(OAc)3), CC1=C(C=CC=C1C)N1CCNCC1 (1-(2,3-dimethylphenyl)piperazine), CCN(C(C)C)C(C)C (DIPEA). The product is C(C)(C)(C)N1N=C(C=C1C1=CC=CC=C1)CCCN1CCN(CC1)C1=C(C(=CC=C1)C)C (1-(3-(1-tert-butyl-5-phenyl-1H-pyrazol-3-yl)propyl)-4-(2,3-dimethylphenyl)piperazine). Reaction SMILES: [C:1]([N:5]1[C:9]([C:10]2[CH:15]=[CH:14][CH:13]=[CH:12][CH:11]=2)=[CH:8][C:7]([CH2:16][CH2:17][CH:18]=O)=[N:6]1)([CH3:4])([CH3:3])[CH3:2].[CH3:20][C:21]1[C:26]([CH3:27])=[CH:25][CH:24]=[CH:23][C:22]=1[N:28]1[CH2:33][CH2:32][NH:31][CH2:30][CH2:29]1.CCN(C(C)C)C(C)C.[BH-](OC(C)=O)(OC(C)=O)OC(C)=O.[Na+]>>[C:1]([N:5]1[C:9]([C:10]2[CH:15]=[CH:14][CH:13]=[CH:12][CH:11]=2)=[CH:8][C:7]([CH2:16][CH2:17][CH2:18][N:31]2[CH2:32][CH2:33][N:28]([C:22]3[CH:23]=[CH:24][CH:25]=[C:26]([CH3:27])[C:21]=3[CH3:20])[CH2:29][CH2:30]2)=[N:6]1)([CH3:4])([CH3:3])[CH3:2] |f:3.4|. Procedure details: 39 mg (45%) of target compound was obtained by using a method same as in Example 1 by using 3-(1-tert-butyl-5-phenyl-1H-pyrazol-3-yl)propanal (50 mg, 0.195 mmol), 1-(2,3-dimethylphenyl)piperazine (35.4 mg, 0.186 mmol), DIPEA (49 mL, 0.279 mmol) and NaBH(OAc)3 (118 mg, 0.558 mmol).